This data is from the Open Reaction Database (ORD), a public repository of structured organic reaction records. The task is: describe an organic reaction: reactants, conditions, products, and yield Reactants: NC=1C(=CC2=C(N=C(N=C2)NCCCN(CC)CC)N1)C1=C(C=CC=C1Cl)Cl (7-amino-6-(2,6-dichlorophenyl)-2-[3-(diethylamino) propylamino]-pyrido[2,3-d]pyrimidine), CN(C)C(OC)OC (DMF dimethyl acetal). Run in CN(C)C=O (DMF). Run at time 5.5 hour. The product is ClC1=C(C(=CC=C1)Cl)C1=CC2=C(N=C(N=C2)NCCCN(CC)CC)N=C1N=CN(C)C (N'-[6-(2,6-dichlorophenyl)-2-{3-(diethylamino) propylamino}-pyrido[2,3-d]pyrimidin-7-yl]-N, N-dimethylformamidine). Isolated yield 68.0%. RXN SMILES: [NH2:1][C:2]1[C:3]([C:21]2[C:26]([Cl:27])=[CH:25][CH:24]=[CH:23][C:22]=2[Cl:28])=[CH:4][C:5]2[CH:10]=[N:9][C:8]([NH:11][CH2:12][CH2:13][CH2:14][N:15]([CH2:18][CH3:19])[CH2:16][CH3:17])=[N:7][C:6]=2[N:20]=1.[CH3:29][N:30]([CH:32](OC)OC)[CH3:31]>CN(C=O)C>[Cl:28][C:22]1[CH:23]=[CH:24][CH:25]=[C:26]([Cl:27])[C:21]=1[C:3]1[C:2]([N:1]=[CH:29][N:30]([CH3:32])[CH3:31])=[N:20][C:6]2[N:7]=[C:8]([NH:11][CH2:12][CH2:13][CH2:14][N:15]([CH2:18][CH3:19])[CH2:16][CH3:17])[N:9]=[CH:10][C:5]=2[CH:4]=1. Procedure: To a suspension of 210 mg (1 mmol) of 7-amino-6-(2,6-dichlorophenyl)-2-[3-(diethylamino) propylamino]-pyrido[2,3-d]pyrimidine from Example 20 in 0.8 mL of DMF was added 0.8 mL of DMF dimethyl acetal. The mixture was stirred at room temperature for 5.5 hours, then concentrated in vacuo. The residual oil was distributed between dichloromethane and water. The organic phase was dried over magnesium sulfate, then concentrated to a glass that was crystallized from acetonitrile to give 160 mg (68%) of ... The reactants are C(C)(=O)OC(C)=O (acetic anhydride), NC1=C(C=2CN(CCC2S1)CC)C(=O)OCC (2-amino-3-carboethoxy-5-ethyl-4,5,6,7-tetrahydrothieno[3,2-c]pyridine). Run in C(OCC)(OCC)OCC (triethyl orthoformate). Yields the product C(C)OC=NC1=C(C=2CN(CCC2S1)CC)C(=O)OCC (2-Ethoxymethyleneamino-3-carboethoxy-5-ethyl-4,5,6,7-tetrahydrothieno[3,2-c]pyridine). Yield: 94.0%. RXN SMILES: [C:1]([O:4][C:5](=O)C)(=O)[CH3:2].[NH2:8][C:9]1[S:17][C:16]2[CH2:15][CH2:14][N:13]([CH2:18][CH3:19])[CH2:12][C:11]=2[C:10]=1[C:20]([O:22][CH2:23][CH3:24])=[O:21]>C(OCC)(OCC)OCC>[CH2:1]([O:4][CH:5]=[N:8][C:9]1[S:17][C:16]2[CH2:15][CH2:14][N:13]([CH2:18][CH3:19])[CH2:12][C:11]=2[C:10]=1[C:20]([O:22][CH2:23][CH3:24])=[O:21])[CH3:2]. Procedure: 0.5 ml of acetic anhydride was added to 3.8 g (14.9 mM [sic]) of 2-amino-3-carboethoxy-5-ethyl-4,5,6,7-tetrahydrothieno[3,2-c]pyridine in 40 ml of triethyl orthoformate and refluxed under nitrogen for 1 h. The solution was decanted off from the insoluble black deposit on the walls of the flask and then completely evaporated in a rotary evaporator at 80° C. 3.5 g (94%) of crude product were isolated as a dark oil which is sufficiently pure for further reaction. Conditions: time 4 hour. Product: C(C)(=O)C1=CC(=CS1)C(=O)N (5-Acetylthiophene-3-carboxamide). Reported procedure: A solution of aluminium chloride (66.5 g) in acetyl chloride (200 ml) was stirred at room temperature for 1 h. Thiophene-3-carboxamide (12.7 g) was added in one aliquot and the resulting pale yellow solution stirred at room temperature for 4 h before being added cautiously to ice (1 kg) and dilute hydrochloric acid (400 ml). The resulting solution was saturated with sodium chloride and extracted with butanone (6×500 ml) and then ethyl acetate (6×500 ml). The combined organic extracts were evapor... As a reaction SMILES: [Cl-].[Al+3].[Cl-].[Cl-].[S:5]1[CH:9]=[CH:8][C:7]([C:10]([NH2:12])=[O:11])=[CH:6]1.Cl.[Cl-].[Na+].[C:16](Cl)(=[O:18])[CH3:17]>>[C:16]([C:9]1[S:5][CH:6]=[C:7]([C:10]([NH2:12])=[O:11])[CH:8]=1)(=[O:18])[CH3:17] |f:0.1.2.3,6.7|. Starting materials: [Cl-].[Na+] (sodium chloride), [Cl-].[Al+3].[Cl-].[Cl-] (aluminium chloride), C(C)(=O)Cl (acetyl chloride), S1C=C(C=C1)C(=O)N (Thiophene-3-carboxamide), ice, Cl (hydrochloric acid). Starting materials: C(C)(C)NC=1SC=C(N1)C1=NC2=CC(=CC=C2C(=C1)OC1CC2C(N(CCCCC=CC3CC3(NC(C2C1)=O)C(=O)O)C)=O)OC (17-[2-(2-Isopropylamino-thiazol-4-yl)-7-methoxy-quinolin-4-yloxy]-13-methyl-2,14-dioxo-3,13-diaza-tricyclo[13.3.0.0*4,6*]octadec-7-ene-4-carboxylic acid), CCN=C=NCCCN(C)C (EDAC), C(CC(O)(C(=O)O)CC(=O)O)(=O)O (citric acid), C1(CC1)S(=O)(=O)N (cyclopropylsulphonamide), C1CCC2=NCCCN2CC1 (DBU). Reagents/catalysts: CN(C)C=1C=CN=CC1 (DMAP). The solvent is CN(C)C=O (DMF). Conditions: time 8 hour. Product: C(C)(C)NC=1SC=C(N1)C1=NC2=CC(=CC=C2C(=C1)OC1CC2C(N(CCCCC=CC3CC3(NC(C2C1)=O)C(=O)NS(=O)(=O)C1CC1)C)=O)OC (Cyclopropanesulphonic acid {17-[2-(2-isopropylamino-thiazol-4-yl)-7-methoxy-quinolin-4-yloxy]-13-methyl-2,14-dioxo-3,13-diaza-tricyclo[13.3.0.0*4,6*]octadec-7-ene-4-carbonyl}amide). Yield: 5.0%. As a reaction SMILES: [CH:1]([NH:4][C:5]1[S:6][CH:7]=[C:8]([C:10]2[CH:19]=[C:18]([O:20][CH:21]3[CH2:38][CH:37]4[CH:23]([C:24](=[O:44])[N:25]([CH3:43])[CH2:26][CH2:27][CH2:28][CH2:29][CH:30]=[CH:31][CH:32]5[C:34]([C:40](O)=[O:41])([NH:35][C:36]4=[O:39])[CH2:33]5)[CH2:22]3)[C:17]3[C:12](=[CH:13][C:14]([O:45][CH3:46])=[CH:15][CH:16]=3)[N:11]=2)[N:9]=1)([CH3:3])[CH3:2].CCN=C=NCCCN(C)C.[CH:58]1([S:61]([NH2:64])(=[O:63])=[O:62])[CH2:60][CH2:59]1.C1CCN2C(=NCCC2)CC1.C(O)(=O)CC(CC(O)=O)(C(O)=O)O>CN(C1C=CN=CC=1)C.CN(C=O)C>[CH:1]([NH:4][C:5]1[S:6][CH:7]=[C:8]([C:10]2[CH:19]=[C:18]([O:20][CH:21]3[CH2:38][CH:37]4[CH:23]([C:24](=[O:44])[N:25]([CH3:43])[CH2:26][CH2:27][CH2:28][CH2:29][CH:30]=[CH:31][CH:32]5[C:34]([C:40]([NH:64][S:61]([CH:58]6[CH2:60][CH2:59]6)(=[O:63])=[O:62])=[O:41])([NH:35][C:36]4=[O:39])[CH2:33]5)[CH2:22]3)[C:17]3[C:16](=[CH:15][C:14]([O:45][CH3:46])=[CH:13][CH:12]=3)[N:11]=2)[N:9]=1)([CH3:3])[CH3:2]. Procedure details: The acid 110 (20 mg, 0.15 mmol), DMAP (28 mg, 0.225 mmol) and EDAC (58 mg, 0.3 mmol) was dissolved in DMF (1.5 mL). The reaction mixture was stirred overnight at R.T. whereafter cyclopropylsulphonamide (91 mg, 1.125 mmol) and DBU (114 μL, 0.75 mmol) was added. After stirring at RT overnight the reaction mixture was added to 5% citric acid and extracted three times with chloroform. The organic phase was dried over sodium sulphate and evaporated. The afforded residue was purified by preparative HP... Starting materials: ClC1=C(CO)C(=CC=C1[N+](=O)[O-])Cl (2,6-dichloro-3-nitrobenzyl alcohol), N1C=NC=C1 (imidazole), [Si](C1=CC=CC=C1)(C1=CC=CC=C1)(C(C)(C)C)Cl (tert-butyldiphenylsilyl chloride). Solvent: CN(C=O)C (N,N-dimethylformamide), O (water). Run at time 8 hour. The product is [Si](C1=CC=CC=C1)(C1=CC=CC=C1)(C(C)(C)C)OCC1=C(C(=CC=C1Cl)[N+](=O)[O-])Cl (1-(tert-butyldiphenylsilyloxy-methyl)-2,6-dichloro-3-nitrobenzene). Reaction SMILES: [Cl:1][C:2]1[C:9]([N+:10]([O-:12])=[O:11])=[CH:8][CH:7]=[C:6]([Cl:13])[C:3]=1[CH2:4][OH:5].N1C=CN=C1.[Si:19](Cl)([C:32]([CH3:35])([CH3:34])[CH3:33])([C:26]1[CH:31]=[CH:30][CH:29]=[CH:28][CH:27]=1)[C:20]1[CH:25]=[CH:24][CH:23]=[CH:22][CH:21]=1>CN(C)C=O.O>[Si:19]([O:5][CH2:4][C:3]1[C:6]([Cl:13])=[CH:7][CH:8]=[C:9]([N+:10]([O-:12])=[O:11])[C:2]=1[Cl:1])([C:32]([CH3:35])([CH3:34])[CH3:33])([C:26]1[CH:27]=[CH:28][CH:29]=[CH:30][CH:31]=1)[C:20]1[CH:25]=[CH:24][CH:23]=[CH:22][CH:21]=1. Reported procedure: To a solution of 2,6-dichloro-3-nitrobenzyl alcohol (5.0 g) in N,N-dimethylformamide (25 ml) were added imidazole (1.69 g) and tert-butyldiphenylsilyl chloride (6.0 ml) at ambient temperature with stirring. After 8 hours, the mixture was diluted with water (25 ml) and was extracted with ethyl acetate twice. The organic layer was washed with water and brine, dried over magnesium sulfate. The solvent was removed in vacuo to give 1-(tert-butyldiphenylsilyloxy-methyl)-2,6-dichloro-3-nitrobenzene (11...